Dataset: the Open Reaction Database (ORD), a public repository of structured organic reaction records. Task: describe an organic reaction: reactants, conditions, products, and yield Starting materials: C1=C(C=CC=C1O)C (m-cresol), C1=C(C=CC=C1O)C (m-cresol), liquid, [N+](=O)(O)[O-] (nitric acid). The solvent is O (water). Run at temperature 0 celsius, time 1 hour. The product is [N+](=O)([O-])C=1C(=CC(=CC1)O)C (p-nitro-m-cresol). As a reaction SMILES: [N+:1]([O-:4])(O)=[O:2].[CH:5]1[C:10]([OH:11])=[CH:9][CH:8]=[CH:7][C:6]=1[CH3:12]>O>[N+:1]([C:7]1[C:6]([CH3:12])=[CH:5][C:10]([OH:11])=[CH:9][CH:8]=1)([O-:4])=[O:2]. Reported procedure: A reaction apparatus with a stirrer was charged with 84 ml of 99% nitric acid and 540 ml water, and the mixture was cooled to 0° C. Thereafter, at one and the same time, 54 g of m-cresol and 53 g of liquid N2O3 were added. The temperature was kept through cooling the whole time below 5° C. After the addition of m-cresol and N2O3 had been completed, the stirring was continued for 1 hour, the temperature then being kept at approx. 0° C. Thereafter the temperature was allowed to rise to approx. 30°...